This data is from the Open Reaction Database (ORD), a public repository of structured organic reaction records. The task is: describe an organic reaction: reactants, conditions, products, and yield Starting materials: Fc1cc2nc(COc3ccccc3)n(Cc3ccc(Cl)cc3)c2cc1N1CCNCC1, ClCCl, O=C(Cl)Cc1ccccc1. Product: O=C(Cc1ccccc1)N1CCN(c2cc3c(cc2F)nc(COc2ccccc2)n3Cc2ccc(Cl)cc2)CC1. Reaction SMILES: [Cl:1][c:2]1[cH:3][cH:4][c:5]([CH2:6][n:7]2[c:8]([CH2:23][O:24][c:25]3[cH:26][cH:27][cH:28][cH:29][cH:30]3)[n:9][c:10]3[c:11]2[cH:12][c:13]([N:17]2[CH2:18][CH2:19][NH:20][CH2:21][CH2:22]2)[c:14]([F:16])[cH:15]3)[cH:31][cH:32]1.[Cl:43][CH2:44][Cl:45].[c:33]1([CH2:39][C:40](=[O:41])[Cl:42])[cH:34][cH:35][cH:36][cH:37][cH:38]1>>[Cl:1][c:2]1[cH:3][cH:4][c:5]([CH2:6][n:7]2[c:8]([CH2:23][O:24][c:25]3[cH:26][cH:27][cH:28][cH:29][cH:30]3)[n:9][c:10]3[c:11]2[cH:12][c:13]([N:17]2[CH2:18][CH2:19][N:20]([C:40]([CH2:39][c:33]4[cH:34][cH:35][cH:36][cH:37][cH:38]4)=[O:41])[CH2:21][CH2:22]2)[c:14]([F:16])[cH:15]3)[cH:31][cH:32]1. Product: C1(=CC=CC=C1)C(CC(=O)OC)C (Methyl 3-phenylbutyrate). Run at time 4 hour. Procedure details: Thionyl chloride (44 ml, 91.4 mmol) is added dropwise to methanol (30 ml) at 0° C., followed by 3-phenylbutyric acid (10 g, 60.9 mmol). The reaction is stirred for 4 hours and the solvent is evaporated. The residue is partitioned between t-butylnethyl ether and aqueous ammonia. The organic phase is washed with water and brine, dried (Na2SO4) and evaporated to afford the title compound. MH+179. Starting materials: S(=O)(Cl)Cl (Thionyl chloride), CO (methanol), C1(=CC=CC=C1)C(CC(=O)O)C (3-phenylbutyric acid). RXN SMILES: S(Cl)(Cl)=O.[C:5]1([CH:11]([CH3:16])[CH2:12][C:13]([OH:15])=[O:14])[CH:10]=[CH:9][CH:8]=[CH:7][CH:6]=1.[CH3:17]O>>[C:5]1([CH:11]([CH3:16])[CH2:12][C:13]([O:15][CH3:17])=[O:14])[CH:10]=[CH:9][CH:8]=[CH:7][CH:6]=1. As a reaction SMILES: [Cl:1][c:2]1[cH:3][c:4]([C:27]([F:28])([F:29])[F:30])[c:5]([CH2:6][n:7]2[n:8][cH:9][c:10]3[cH:11][c:12]([CH:16]=[C:17]4[C:18](=[O:24])[NH:19][CH:20]([S:22][CH3:23])[S:21]4)[cH:13][cH:14][c:15]23)[cH:25][cH:26]1.[n:31]1[cH:32][n:33][cH:34][c:35]([CH2:37][NH2:38])[cH:36]1>>[Cl:1][c:2]1[cH:3][c:4]([C:27]([F:28])([F:29])[F:30])[c:5]([CH2:6][n:7]2[n:8][cH:9][c:10]3[cH:11][c:12]([CH:16]=[C:17]4[C:18](=[O:24])[N:19]=[C:20]([NH:38][CH2:37][c:35]5[cH:34][n:33][cH:32][n:31][cH:36]5)[S:21]4)[cH:13][cH:14][c:15]23)[cH:25][cH:26]1. Reactants: CSC1NC(=O)C(=Cc2ccc3c(cnn3Cc3ccc(Cl)cc3C(F)(F)F)c2)S1, NCc1cncnc1. Product: O=C1N=C(NCc2cncnc2)SC1=Cc1ccc2c(cnn2Cc2ccc(Cl)cc2C(F)(F)F)c1. Starting materials: ClC1=NC=C(C(=N1)Cl)Cl (2,4,5-Trichloropyrimidine), O1CCN(CC1)C1=CC=C(N)C=C1 (4-morpholinoaniline), O (water), C([O-])([O-])=O.[K+].[K+] (Potassium carbonate). Solvent: O1CCCC1 (tetrahydrofuran), ClCCl (dichloromethane). Run at time 8 hour. The product is ClC1=NC=C(C(=N1)NC1=CC=C(C=C1)N1CCOCC1)Cl ((2,5-Dichloro-pyrimidin-4-yl)-(4-morpholin-4-yl-phenyl)-amine), solid. Yield: 70.0%. RXN SMILES: [Cl:1][C:2]1[N:7]=[C:6](Cl)[C:5]([Cl:9])=[CH:4][N:3]=1.C(=O)([O-])[O-].[K+].[K+].[O:16]1[CH2:21][CH2:20][N:19]([C:22]2[CH:28]=[CH:27][C:25]([NH2:26])=[CH:24][CH:23]=2)[CH2:18][CH2:17]1.O>O1CCCC1.ClCCl>[Cl:1][C:2]1[N:7]=[C:6]([NH:26][C:25]2[CH:24]=[CH:23][C:22]([N:19]3[CH2:20][CH2:21][O:16][CH2:17][CH2:18]3)=[CH:28][CH:27]=2)[C:5]([Cl:9])=[CH:4][N:3]=1 |f:1.2.3|. Procedure details: 2,4,5-Trichloropyrimidine (1.05 g, 5.73 mmol) was dissolved in tetrahydrofuran (30 mL). Potassium carbonate (1.18 g, 8.55 mmol) was added, followed by 4-morpholinoaniline (1.017 g, 5.71 mmol). After stirring overnight, water (30 mL) and dichloromethane (30 mL) were added, the phases separated and the aqueous layer extracted once with dichloromethane (30 mL). The combined organic fractions were dried over sodium sulfate, concentrated onto silica gel and chromatographed (120 g SiO2, 0-60% EA:Hex).... The reactants are Cl (HCl), C(C)OC(CC1C2=C(B(O1)O)C=C(C=C2C)O)=O ((1,6-dihydroxy-4-methyl-1,3-dihydro-benzo[c][1,2]oxaborol-3-yl)-acetic acid ethyl ester), ClC1=NC=C(N=C1)C(=O)OC (methyl 2-chloro-5-pyrazinecarboxylate), [H-].[Na+] (NaH). The solvent is CN(C)C=O (DMF). Product: COC(=O)C1=NC=C(N=C1)OC=1C=C(C2=C(B(OC2CC(=O)OCC)O)C1)C (5-(3-Ethoxycarbonylmethyl-1-hydroxy-4-methyl-1,3-dihydro-benzo[c][1,2]oxaborol-6-yloxy)-pyrazine-2-carboxylic acid methyl ester). Yield: 61.5%. RXN SMILES: [CH2:1]([O:3][C:4](=[O:18])[CH2:5][CH:6]1[O:10][B:9]([OH:11])[C:8]2[CH:12]=[C:13]([OH:17])[CH:14]=[C:15]([CH3:16])[C:7]1=2)[CH3:2].Cl[C:20]1[CH:25]=[N:24][C:23]([C:26]([O:28][CH3:29])=[O:27])=[CH:22][N:21]=1.[H-].[Na+].Cl>CN(C=O)C>[CH3:29][O:28][C:26]([C:23]1[CH:22]=[N:21][C:20]([O:17][C:13]2[CH:14]=[C:15]([CH3:16])[C:7]3[CH:6]([CH2:5][C:4]([O:3][CH2:1][CH3:2])=[O:18])[O:10][B:9]([OH:11])[C:8]=3[CH:12]=2)=[CH:25][N:24]=1)=[O:27] |f:2.3|. Procedure details: To a solution of (1,6-dihydroxy-4-methyl-1,3-dihydro-benzo[c][1,2]oxaborol-3-yl)-acetic acid ethyl ester (2 g, 8 mmol) and methyl 2-chloro-5-pyrazinecarboxylate (1.95 g, 12 mmol) in DMF (40 mL) at 0° C. was added NaH (0.8 g, 20 mmol). The reaction mixture was allowed to warm up to room temperature slowly and heated at 50° C. for 1 h. The reaction mixture was cooled down and acidified to pH 3 with 6N HCl, extracted with ethyl acetate. The organic layer was washed with water and brine, and dried o... The reagents and catalysts are [Zn] (zinc). Yields the product C1(=CC=CC=C1)CCC(=O)OCCCC (butyl 3-phenylpropionate). Reported procedure: Under a nitrogen atmosphere, a mixture of 3-phenylpropionic acid (3.0 mmol), n-butanol (3.6 mmol), the zinc cluster obtained in the above-described Example 1 (0.0375 mmol), and diisopropyl ether (5.0 ml) was refluxed for 18 hours. As a result, butyl 3-phenylpropionate was obtained quantitatively. Reactants: C(C)(C)OC(C)C (diisopropyl ether), C1(=CC=CC=C1)CCC(=O)O (3-phenylpropionic acid), C(CCC)O (n-butanol), Example 1. RXN SMILES: [C:1]1([CH2:7][CH2:8][C:9]([OH:11])=[O:10])[CH:6]=[CH:5][CH:4]=[CH:3][CH:2]=1.[CH2:12](O)[CH2:13][CH2:14][CH3:15].C(OC(C)C)(C)C>[Zn]>[C:1]1([CH2:7][CH2:8][C:9]([O:11][CH2:12][CH2:13][CH2:14][CH3:15])=[O:10])[CH:6]=[CH:5][CH:4]=[CH:3][CH:2]=1.